Dataset: the Open Reaction Database (ORD), a public repository of structured organic reaction records. Task: describe an organic reaction: reactants, conditions, products, and yield Starting materials: C(C=C)OC(=O)C=1C=C(C(=O)OCC=C)C=CC1[N+](=O)[O-] (allyl 3-allyloxycarbonyl-4-nitrobenzoate), CC1=C(C(=O)OCC=C)C(=CC=C1)[N+](=O)[O-] (allyl 2-methyl-6-nitrobenzoate). Run in C(C)O (ethanol). The product is C(C=C)OC(=O)C=1C=C(C(=O)OCC=C)C=CC1N (allyl 3-allyloxycarbonyl-4-aminobenzoate). RXN SMILES: [CH2:1]([O:4][C:5]([C:7]1[CH:8]=[C:9]([CH:16]=[CH:17][C:18]=1[N+:19]([O-])=O)[C:10]([O:12][CH2:13][CH:14]=[CH2:15])=[O:11])=[O:6])[CH:2]=[CH2:3].CC1C=CC=C([N+]([O-])=O)C=1C(OCC=C)=O>C(O)C>[CH2:1]([O:4][C:5]([C:7]1[CH:8]=[C:9]([CH:16]=[CH:17][C:18]=1[NH2:19])[C:10]([O:12][CH2:13][CH:14]=[CH2:15])=[O:11])=[O:6])[CH:2]=[CH2:3]. Procedure: The above nitro compound was reduced by the method described in example 6, for the reduction of allyl 2-methyl-6-nitrobenzoate, except that the solvent was ethanol, to give allyl 3-allyloxycarbonyl-4-aminobenzoate. Starting materials: CCc1cc(C(=O)O)cn(C)c1=O, CC(N)C(N)(c1ccc(F)cc1)c1ccc(F)nc1. Yields the product CCc1cc(C2=NC(c3ccc(F)cc3)(c3ccc(F)nc3)C(C)N2)cn(C)c1=O. As a reaction SMILES: [CH2:20]([CH3:21])[c:22]1[c:23](=[O:32])[n:24]([CH3:31])[cH:25][c:26]([C:28]([OH:29])=[O:30])[cH:27]1.[F:1][c:2]1[cH:3][cH:4][c:5]([C:8]([CH:9]([CH3:10])[NH2:11])([NH2:12])[c:13]2[cH:14][n:15][c:16]([F:19])[cH:17][cH:18]2)[cH:6][cH:7]1>>[F:1][c:2]1[cH:3][cH:4][c:5]([C:8]2([c:13]3[cH:14][n:15][c:16]([F:19])[cH:17][cH:18]3)[CH:9]([CH3:10])[NH:11][C:28]([c:26]3[cH:25][n:24]([CH3:31])[c:23](=[O:32])[c:22]([CH2:20][CH3:21])[cH:27]3)=[N:12]2)[cH:6][cH:7]1. Starting materials: COC(=O)c1cncn1C1c2ccccc2C(=O)CC1(C)C, C[Al](C)C, C[Zn]C, CCCCCCC, Cc1ccccc1. Product: COC(=O)c1cncn1C1c2ccccc2C(C)(O)CC1(C)C. RXN SMILES: [CH3:1][O:2][C:3](=[O:4])[c:5]1[n:6]([CH:10]2[C:11]([CH3:21])([CH3:22])[CH2:12][C:13](=[O:20])[c:14]3[cH:15][cH:16][cH:17][cH:18][c:19]32)[cH:7][n:8][cH:9]1.[CH3:23][Al:24]([CH3:25])[CH3:26].[CH3:27][Zn:28][CH3:29].[CH3:30][CH2:31][CH2:32][CH2:33][CH2:34][CH2:35][CH3:36].[CH3:37][c:38]1[cH:39][cH:40][cH:41][cH:42][cH:43]1>>[CH3:1][O:2][C:3](=[O:4])[c:5]1[n:6]([CH:10]2[C:11]([CH3:21])([CH3:22])[CH2:12][C:13]([OH:20])([CH3:23])[c:14]3[cH:15][cH:16][cH:17][cH:18][c:19]32)[cH:7][n:8][cH:9]1. Starting materials: FC1=C(C=C(C=C1)N(N)CC(=O)OC)C (methyl [1-(4-fluoro-3-methylphenyl)hydrazino]acetate), FC1=C(C=C(C=C1)N(N)CC(=O)OC)C (methyl [1-(4-fluoro-3-methylphenyl)hydrazino]acetate), [O-]C#N.[Na+] (sodium cyanate), FC(C(=O)O)(F)F (trifluoroacetic acid), C([O-])(O)=O.[Na+] (sodium bicarbonate). Solvent: C1(=CC=CC=C1)C (toluene). Reaction conditions: time 24 hour. Yields the product NC(=O)NN(C1=CC(=C(C=C1)F)C)CC(=O)OC (Methyl [2-(aminocarbonyl)-1-(4-fluoro-3-methylphenyl)hydrazino]acetate). RXN SMILES: [F:1][C:2]1[CH:7]=[CH:6][C:5]([N:8]([CH2:10][C:11]([O:13][CH3:14])=[O:12])[NH2:9])=[CH:4][C:3]=1[CH3:15].[O-:16][C:17]#[N:18].[Na+].FC(F)(F)C(O)=O.C(=O)(O)[O-].[Na+]>C1(C)C=CC=CC=1>[NH2:18][C:17]([NH:9][N:8]([CH2:10][C:11]([O:13][CH3:14])=[O:12])[C:5]1[CH:6]=[CH:7][C:2]([F:1])=[C:3]([CH3:15])[CH:4]=1)=[O:16] |f:1.2,4.5|. Procedure: A mixture of methyl [1-(4-fluoro-3-methylphenyl)hydrazino]acetate (Intermediate 64, 0.8, 38 mml), sodium cyanate (0.84 g, 0.0129 mol) and trifluoroacetic acid (0.95 ml, 0.0114 mol) in toluene (15 ml) was stirred under nitrogen at room temperature for 24 hours. The mixture was poured into 8% sodium bicarbonate solution (40 ml) and extracted with ethyl acetate (2×30 ml). The organic extract was dried (MgSO4) and evaporated to give a red oil. This was crystallised by trituration with ether to give ... The reactants are BrCCOC1=C(C(=C(C(=C1OCCCC1=CC=C(C=C1)F)OC)Cl)C)C(C)=O (1-(2-(2-Bromoethoxy)-5-chloro-3-(3-(4-fluorophenyl)propoxy)-4-methoxy-6-methylphenyl)ethanone), N1CCOCC1 (morpholine). Yields the product ClC=1C(=C(C(=C(C1OC)OCCCC1=CC=C(C=C1)F)OCCN1CCOCC1)C(C)=O)C (1-(3-Chloro-5-(3-(4-fluorophenyl)propoxy)-4-methoxy-2-methyl-6-(2-morpholinoethoxy)phenyl)ethanone). Isolated yield 26.0%. RXN SMILES: Br[CH2:2][CH2:3][O:4][C:5]1[C:10]([O:11][CH2:12][CH2:13][CH2:14][C:15]2[CH:20]=[CH:19][C:18]([F:21])=[CH:17][CH:16]=2)=[C:9]([O:22][CH3:23])[C:8]([Cl:24])=[C:7]([CH3:25])[C:6]=1[C:26](=[O:28])[CH3:27].[NH:29]1[CH2:34][CH2:33][O:32][CH2:31][CH2:30]1>>[Cl:24][C:8]1[C:7]([CH3:25])=[C:6]([C:26](=[O:28])[CH3:27])[C:5]([O:4][CH2:3][CH2:2][N:29]2[CH2:34][CH2:33][O:32][CH2:31][CH2:30]2)=[C:10]([O:11][CH2:12][CH2:13][CH2:14][C:15]2[CH:20]=[CH:19][C:18]([F:21])=[CH:17][CH:16]=2)[C:9]=1[O:22][CH3:23]. Reported procedure: Example 1e (83 mg, 0.18 mmol) was reacted with morpholine (3 mL) as described under General Procedure G and the crude mixture was purified by flash chromatography (silica-gel, DCM/EtOAc/MeOH 1:0:0, 9:8:2) to afford the title compound (23 mg, 26%) as light creamy oil. 1H NMR (300 MHz, CDCl3) δ 7.20-7.13 (m, 2H), 6.99-6.93 (m, 2H), 4.10-4.03 (m, 4H), 3.86 (s, 3H), 3.68 (t, J=4.4 Hz, 4H), 2.78 (t, J=7.6 Hz, 2H), 2.62 (t, J=5.5 Hz, 2H), 2.51 (s, 3H), 2.46 (t, J=4.45 Hz, 4H), 2.18 (s, 3H), 2.07-1.98 ...